describe an organic reaction: reactants, conditions, products, and yield From a dataset of the Open Reaction Database (ORD), a public repository of structured organic reaction records. The reactants are COCOc1cc(COCc2ccccc2)c(Br)c(OCOC)c1, [Li]CCCC, CCOCC, CCCCCC, CN(C)C=O, CO, O. The product is COCOc1cc(COCc2ccccc2)c(C=O)c(OCOC)c1. RXN SMILES: [Br:1][c:2]1[c:3]([CH2:16][O:17][CH2:18][c:19]2[cH:20][cH:21][cH:22][cH:23][cH:24]2)[cH:4][c:5]([O:12][CH2:13][O:14][CH3:15])[cH:6][c:7]1[O:8][CH2:9][O:10][CH3:11].[CH2:31]([Li:32])[CH2:33][CH2:34][CH3:35].[CH2:42]([O:43][CH2:44][CH3:45])[CH3:46].[CH3:25][CH2:26][CH2:27][CH2:28][CH2:29][CH3:30].[CH3:36][N:37]([CH:38]=[O:39])[CH3:40].[CH3:47][OH:48].[OH2:41]>>[c:2]1([CH:38]=[O:39])[c:3]([CH2:16][O:17][CH2:18][c:19]2[cH:20][cH:21][cH:22][cH:23][cH:24]2)[cH:4][c:5]([O:12][CH2:13][O:14][CH3:15])[cH:6][c:7]1[O:8][CH2:9][O:10][CH3:11]. The reactants are C1CCOC1, COC(=O)c1ccc2c(=O)n(Cc3ccccc3)c(C(=O)OC)c(-c3ccccc3)c2c1, CO, [Na+], [OH-]. Product: COC(=O)c1c(-c2ccccc2)c2cc(C(=O)O)ccc2c(=O)n1Cc1ccccc1. Reaction SMILES: [CH2:37]1[O:38][CH2:39][CH2:40][CH2:41]1.[CH3:1][O:2][C:3](=[O:4])[c:5]1[n:6]([CH2:26][c:27]2[cH:28][cH:29][cH:30][cH:31][cH:32]2)[c:7](=[O:25])[c:8]2[cH:9][cH:10][c:11]([C:21](=[O:22])[O:23][CH3:24])[cH:12][c:13]2[c:14]1-[c:15]1[cH:16][cH:17][cH:18][cH:19][cH:20]1.[CH3:33][OH:34].[Na+:36].[OH-:35]>>[CH3:1][O:2][C:3](=[O:4])[c:5]1[n:6]([CH2:26][c:27]2[cH:28][cH:29][cH:30][cH:31][cH:32]2)[c:7](=[O:25])[c:8]2[cH:9][cH:10][c:11]([C:21](=[O:22])[OH:23])[cH:12][c:13]2[c:14]1-[c:15]1[cH:16][cH:17][cH:18][cH:19][cH:20]1. The reactants are C(C)(C)C=1NC(N(C1)C1=C(C=CC=C1)C(F)(F)F)=O (4-isopropyl-1-(2-trifluoromethyl-phenyl)-1,3-dihydro-imidazol-2-one), BrCC1CC1 (bromomethylcyclopropane). Product: C1(CC1)CN1C(N(C=C1C(C)C)C1=C(C=CC=C1)C(F)(F)F)=O (3-Cyclopropylmethyl-4-isopropyl-1-(2-trifluoromethyl-phenyl)-1,3-dihydro-imidazol-2-one), oil. Reaction SMILES: [CH:1]([C:4]1[NH:5][C:6](=[O:19])[N:7]([C:9]2[CH:14]=[CH:13][CH:12]=[CH:11][C:10]=2[C:15]([F:18])([F:17])[F:16])[CH:8]=1)([CH3:3])[CH3:2].Br[CH2:21][CH:22]1[CH2:24][CH2:23]1>>[CH:22]1([CH2:21][N:5]2[C:4]([CH:1]([CH3:3])[CH3:2])=[CH:8][N:7]([C:9]3[CH:14]=[CH:13][CH:12]=[CH:11][C:10]=3[C:15]([F:16])([F:18])[F:17])[C:6]2=[O:19])[CH2:24][CH2:23]1. Reported procedure: This material was obtained in analogy to the procedure outlined in example 23 from 4-isopropyl-1-(2-trifluoromethyl-phenyl)-1,3-dihydro-imidazol-2-one (obtained in example 19, 50 mg) by alkylation with bromomethylcyclopropane (25 mg). 3-Cyclopropylmethyl-4-isopropyl-1-(2-trifluoromethyl-phenyl)-1,3-dihydro-imidazol-2-one was obtained as a colorless oil (11 mg). MS (ESI): 325.3 (MH+). Starting materials: CC(C)(C1=NC=CC=C1)N (1-methyl-1-pyridin-2-yl-ethylamine), CC=1C(=NC=C(C1)C)C=O (3,5-dimethylpyridine-2-carbaldehyde), [BH-](OC(=O)C)(OC(=O)C)OC(=O)C.[Na+] (NaBH(OAc)3). Run in C(Cl)Cl (CH2Cl2). Yields the product CC=1C(=NC=C(C1)C)CNC(C)(C1=NC=CC=C1)C ((3,5-dimethyl-pyridin-2-ylmethyl)-(1-methyl-1-pyridin-2-yl-ethyl)-amine). The yield is 36.0%. Reaction SMILES: [CH3:1][C:2]([NH2:10])([C:4]1[CH:9]=[CH:8][CH:7]=[CH:6][N:5]=1)[CH3:3].[CH3:11][C:12]1[C:13]([CH:19]=O)=[N:14][CH:15]=[C:16]([CH3:18])[CH:17]=1.[BH-](OC(C)=O)(OC(C)=O)OC(C)=O.[Na+]>C(Cl)Cl>[CH3:11][C:12]1[C:13]([CH2:19][NH:10][C:2]([CH3:3])([C:4]2[CH:9]=[CH:8][CH:7]=[CH:6][N:5]=2)[CH3:1])=[N:14][CH:15]=[C:16]([CH3:18])[CH:17]=1 |f:2.3|. Procedure details: Using General Procedure B: Reaction of 1-methyl-1-pyridin-2-yl-ethylamine, 3,5-dimethylpyridine-2-carbaldehyde and NaBH(OAc)3 in CH2Cl2 gave (3,5-dimethyl-pyridin-2-ylmethyl)-(1-methyl-1-pyridin-2-yl-ethyl)-amine as a light brown oil (94 mg, 36%). Reactants: BrC1=C(C(=C(C=C1)Cl)OC)F (1-Bromo-4-chloro-2-fluoro-3-methoxybenzene), CN(C)C=O (DMF), C(CCC)[Li] (n-Butyllithium), hexanes. The solvent is C(C)OCC (diethyl ether). Reaction conditions: temperature -78 celsius. The product is ClC1=C(C(=C(C=O)C=C1)F)OC (4-Chloro-2-fluoro-3-methoxybenzaldehyde). The yield is 61.0%. RXN SMILES: Br[C:2]1[CH:7]=[CH:6][C:5]([Cl:8])=[C:4]([O:9][CH3:10])[C:3]=1[F:11].C([Li])CCC.CN([CH:20]=[O:21])C>C(OCC)C>[Cl:8][C:5]1[CH:6]=[CH:7][C:2]([CH:20]=[O:21])=[C:3]([F:11])[C:4]=1[O:9][CH3:10]. Reported procedure: 1-Bromo-4-chloro-2-fluoro-3-methoxybenzene (23.7 g, 99 mmol, see U.S. Pat. No. 7,300,907 for preparation) was dissolved in dry diethyl ether and cooled to −78° C. 2.5M n-Butyllithium in hexanes (44 mL, 110 mmol) was added in portions, keeping the temperature below −70° C. during the addition. DMF (15.5 mL, 200 mmol) was then added in portions, keeping the temperature below −60° C. The reaction mixture was then allowed to warm to ambient temperature and quenched with water. The organic phase was ... Starting materials: COC(NC1=CC(=CC=C1)F)=O ((3-fluoro-phenyl)-carbamic acid methyl ester), C(C)(CC)[Li] (sec.butyllithium), II (iodine). Solvent: O1CCCC1 (tetrahydrofuran). The product is COC(NC1=C(C(=CC=C1)F)I)=O ((3-fluoro-2-iodo-phenyl)-carbamic acid methyl ester). Reaction SMILES: [CH3:1][O:2][C:3](=[O:12])[NH:4][C:5]1[CH:10]=[CH:9][CH:8]=[C:7]([F:11])[CH:6]=1.C([Li])(CC)C.[I:18]I>O1CCCC1>[CH3:1][O:2][C:3](=[O:12])[NH:4][C:5]1[CH:10]=[CH:9][CH:8]=[C:7]([F:11])[C:6]=1[I:18]. Reported procedure: The starting material (3-fluoro-2-iodo-phenyl)-carbamic acid methyl ester was prepared from (3-fluoro-phenyl)-carbamic acid methyl ester by double deprotonation with sec.butyllithium in tetrahydrofuran at −78° C. followed by reaction with iodine. m.p.:80-82° C. The reactants are IC (iodomethane), Amine, [H-].[Na+] (sodium hydride), C(C)(C)(C)OC(=O)N1CC(N(CC1)S(=O)(=O)C)CO (3-hydroxymethyl-4-methanesulfonyl-piperazine-1-carboxylic acid tert-butyl ester), N1N=CC2=C(C=CC=C12)C=1N=C(C2=C(N1)C=C(S2)CN2CC(N(CC2)S(=O)(=O)C)CO)N2CCOCC2 ({4-[2-(1H-Indazol-4-yl)-4-morpholin-4-yl-thieno[3,2-d]pyrimidin-6-ylmethyl]-1-methanesulfonyl-piperazin-2-yl}-methanol). Run in C1CCOC1 (THF), C(Cl)Cl (DCM). Reaction conditions: time 20 minute. Yields the product C(C)(C)(C)OC(=O)N1CC(N(CC1)S(=O)(=O)C)COC (4-methanesulfonyl-3-methoxymethyl-piperazine-1-carboxylic acid tert-butyl ester). Reaction SMILES: [C:1]([O:5][C:6]([N:8]1[CH2:13][CH2:12][N:11]([S:14]([CH3:17])(=[O:16])=[O:15])[CH:10]([CH2:18][OH:19])[CH2:9]1)=[O:7])([CH3:4])([CH3:3])[CH3:2].N1C2C(=C(C3N=C(N4CCOCC4)C4SC(CN5CCN(S(C)(=O)=O)C(CO)C5)=CC=4N=3)C=CC=2)[CH:22]=N1.[H-].[Na+].IC>C(Cl)Cl.C1COCC1>[C:1]([O:5][C:6]([N:8]1[CH2:13][CH2:12][N:11]([S:14]([CH3:17])(=[O:16])=[O:15])[CH:10]([CH2:18][O:19][CH3:22])[CH2:9]1)=[O:7])([CH3:4])([CH3:3])[CH3:2] |f:2.3|. Procedure details: Amine preparation: to a THF (5 mL) solution of 3-hydroxymethyl-4-methanesulfonyl-piperazine-1-carboxylic acid tert-butyl ester (0.30 g, described for the production of 174) was added sodium hydride (0.043 g). The reaction mixture was stirred for 20 min and then iodomethane (0.19 mL) was added. After stirring for 24 h the reaction mixture was then diluted with DCM, washed with brine, dried (MgSO4) and the solvent removed in vacuo. The residue was purified by flash chromatography to yield 4-methan... Starting materials: COC(=O)C1(CCCC2=CC=C(C=C12)OC)C (7-Methoxy-1-methyltetralin-1-yl-carboxylic Acid Methyl Ester), [OH-].[K+] (KOH), resultant mixture. The solvent is CCO (EtOH), O (water). Reaction conditions: time 8 hour. Product: COC1=CC=C2CCCC(C2=C1)(C)C(=O)O (7-Methoxy-1-methyltetralin-1-yl-carboxylic Acid). As a reaction SMILES: C[O:2][C:3]([C:5]1([CH3:17])[C:14]2[C:9](=[CH:10][CH:11]=[C:12]([O:15][CH3:16])[CH:13]=2)[CH2:8][CH2:7][CH2:6]1)=[O:4].[OH-].[K+]>CCO.O>[CH3:16][O:15][C:12]1[CH:13]=[C:14]2[C:9]([CH2:8][CH2:7][CH2:6][C:5]2([C:3]([OH:4])=[O:2])[CH3:17])=[CH:10][CH:11]=1 |f:1.2|. Procedure: A mixture of 7-methoxy-1-methyltetralin-1-yl-carboxylic acid, methyl ester (0.67 g; 2.9 mmol; from step (ii) above) and KOH (4 g) in EtOH:H20 (1:1; 50 mL) was stirred overnight. The resultant mixture was diluted with water and extracted with ether. The aqueous layer was acidified (HCl) and extracted 3 times with ether. The combined organic layer was washed with water, dried (Na2SO4), and concentrated. Yield 0.58 g (81%). Starting materials: C(C)NCCCC(O)C1=CC=C(C=C1)NS(=O)(=O)C (N-(4-(4-(ethylamino)-1-hydroxybutyl)phenyl)methanesulfonamide), C([O-])(O)=O.[Na+] (sodium bicarbonate), C1(CC1)CCCCCI (1-cyclopropyl-5-iodopentane). Solvent: C(C)#N (acetonitrile). Yields the product C(C)N(CCCC(O)C1=CC=C(C=C1)NS(=O)(=O)C)CCCCCC1CC1 (N-[4-[4-[ethyl(5-cyclopropylpentyl)amino]-1-hydroxybutyl]phenyl]methanesulfonamide). RXN SMILES: [CH2:1]([NH:3][CH2:4][CH2:5][CH2:6][CH:7]([C:9]1[CH:14]=[CH:13][C:12]([NH:15][S:16]([CH3:19])(=[O:18])=[O:17])=[CH:11][CH:10]=1)[OH:8])[CH3:2].C(=O)(O)[O-].[Na+].[CH:25]1([CH2:28][CH2:29][CH2:30][CH2:31][CH2:32]I)[CH2:27][CH2:26]1>C(#N)C>[CH2:1]([N:3]([CH2:32][CH2:31][CH2:30][CH2:29][CH2:28][CH:25]1[CH2:27][CH2:26]1)[CH2:4][CH2:5][CH2:6][CH:7]([C:9]1[CH:10]=[CH:11][C:12]([NH:15][S:16]([CH3:19])(=[O:17])=[O:18])=[CH:13][CH:14]=1)[OH:8])[CH3:2] |f:1.2|. Reported procedure: According to Procedure B (Example 17, Step IV), a stirred mixture of N-[4-[4-(ethylamino)-1-hydroxybutyl]phenyl]methanesulfonamide (Example 7, Step II) and sodium bicarbonate in acetonitrile was allowed to react with 1-cyclopropyl-5-iodopentane (Step II) to give N-[4-[4-[ethyl(5-cyclopropylpentyl)amino]-1-hydroxybutyl]phenyl]methanesulfonamide, a compound of Formula I'. A mixture of this compound and 0.5 equivalents of fumaric acid was crystallized from acetone to give the titled product, mp 127... The reactants are Cl, CC(=O)Nc1ccc(S(=O)(=O)Nc2nc(-c3cccc([N+](=O)[O-])c3)cs2)cc1, [Na+], [OH-]. The product is Nc1ccc(S(=O)(=O)Nc2nc(-c3cccc([N+](=O)[O-])c3)cs2)cc1. As a reaction SMILES: [ClH:31].[N+:1](=[O:2])([O-:3])[c:4]1[cH:5][c:6](-[c:10]2[n:11][c:12]([NH:15][S:16](=[O:17])(=[O:18])[c:19]3[cH:20][cH:21][c:22]([NH:25][C:26](=[O:27])[CH3:28])[cH:23][cH:24]3)[s:13][cH:14]2)[cH:7][cH:8][cH:9]1.[Na+:30].[OH-:29]>>[N+:1](=[O:2])([O-:3])[c:4]1[cH:5][c:6](-[c:10]2[n:11][c:12]([NH:15][S:16](=[O:17])(=[O:18])[c:19]3[cH:20][cH:21][c:22]([NH2:25])[cH:23][cH:24]3)[s:13][cH:14]2)[cH:7][cH:8][cH:9]1.